This data is from the Open Reaction Database (ORD), a public repository of structured organic reaction records. The task is: describe an organic reaction: reactants, conditions, products, and yield The reactants are resultant mixture, [Br-].BrC=1C=C(C=CC1)C[P+](C1=CC=CC=C1)(C1=CC=CC=C1)C1=CC=CC=C1 ([(3-bromophenyl)methyl](triphenyl)phosphonium bromide), [H-].[Na+] (NaH), O=C1CCN(CC1)C(=O)OC(C)(C)C (1,1-dimethylethyl 4-oxo-1-piperidinecarboxylate). Solvent: CCOCC (Et2O), CN(C)C=O (DMF). Run at time 1 hour. Yields the product BrC=1C=C(C=CC1)C=C1CCN(CC1)C(=O)OC(C)(C)C (1,1-Dimethylethyl 4-[(3-bromophenyl)methylidene]-1-piperidinecarboxylate). Isolated yield 28.6%. RXN SMILES: [Br-].[Br:2][C:3]1[CH:4]=[C:5]([CH2:9][P+](C2C=CC=CC=2)(C2C=CC=CC=2)C2C=CC=CC=2)[CH:6]=[CH:7][CH:8]=1.[H-].[Na+].O=[C:32]1[CH2:37][CH2:36][N:35]([C:38]([O:40][C:41]([CH3:44])([CH3:43])[CH3:42])=[O:39])[CH2:34][CH2:33]1>CN(C=O)C.CCOCC>[Br:2][C:3]1[CH:4]=[C:5]([CH:9]=[C:32]2[CH2:37][CH2:36][N:35]([C:38]([O:40][C:41]([CH3:44])([CH3:43])[CH3:42])=[O:39])[CH2:34][CH2:33]2)[CH:6]=[CH:7][CH:8]=1 |f:0.1,2.3|. Reported procedure: To [(3-bromophenyl)methyl](triphenyl)phosphonium bromide (1.13 mg, 2.2 mmol) in DMF (4 mL) was added NaH (52.8 mg, 2.2 mmol) after which the mixture was stirred at RT for 5 min before 1,1-dimethylethyl 4-oxo-1-piperidinecarboxylate (400 mg, 2.0 mmol) was added. This mixture was stirred at RT for 1 h. The resultant mixture was diluted with Et2O (25 mL), washed with H2O (12+2×8 mL), brine (8 mL), dried over NaSO4, and filtered. The filtrate was concentrated and purified with CombiFlash chromatogra... Reactants: FC(C=1C=CC(=NC1)N1CC2=C(CC1)N=C(S2)N)(F)F (5-(5-trifluoromethyl-pyridin-2-yl)-4,5,6,7-tetrahydro-thiazolo[5,4-c]pyridin-2-ylamine), C(C(=O)OCC)(C(=O)OCC)C(=O)OCC (triethyl methanetricarboxylate). Solvent: C=1(C(=CC=CC1)C)C (xylene). Run at temperature 145 celsius, time 15 minute. Product: C(C)OC(=O)C1=C(N=C2SC=3CN(CCC3N2C1=O)C1=NC=C(C=C1)C(F)(F)F)O (2-hydroxy-4-oxo-7-(5-trifluoromethyl-pyridin-2-yl)-5,6,7,8-tetrahydro-4H-9-thia-1,4a,7-triaza-fluorene-3-carboxylic acid ethyl ester). Yield: 15.5%. RXN SMILES: [F:1][C:2]([F:20])([F:19])[C:3]1[CH:4]=[CH:5][C:6]([N:9]2[CH2:14][CH2:13][C:12]3[N:15]=[C:16]([NH2:18])[S:17][C:11]=3[CH2:10]2)=[N:7][CH:8]=1.[CH:21]([C:32](OCC)=[O:33])([C:27](OCC)=[O:28])[C:22]([O:24][CH2:25][CH3:26])=[O:23]>C1(C)C(C)=CC=CC=1>[CH2:25]([O:24][C:22]([C:21]1[C:27](=[O:28])[N:15]2[C:16]([S:17][C:11]3[CH2:10][N:9]([C:6]4[CH:5]=[CH:4][C:3]([C:2]([F:19])([F:1])[F:20])=[CH:8][N:7]=4)[CH2:14][CH2:13][C:12]=32)=[N:18][C:32]=1[OH:33])=[O:23])[CH3:26]. Procedure: The mixture of 5-(5-trifluoromethyl-pyridin-2-yl)-4,5,6,7-tetrahydro-thiazolo[5,4-c]pyridin-2-ylamine (5.7 gm, 0.019 mol) and triethyl methanetricarboxylate (16.1 ml, 0.076 mol) in xylene (100 ml) was heated at 140-150° C. for 6 hours. Xylene was evaporated and diethyl ether was then added and the suspension was stirred for 15 minutes. It was filtered and washed with ether. The crude solid was digested with dichloromethane (200 ml) and filtered to remove insoluble residue. Dichloromethane layer ... Starting materials: C1CCNC1, O=C(O)c1ccc2c(c1)CCN(CC(=O)N1CCN(C3CCC3)CC1)C2, ClCCl, O. The product is O=C(CN1CCc2cc(C(=O)N3CCCC3)ccc2C1)N1CCN(C2CCC2)CC1. Reaction SMILES: [CH2:27]1[CH2:28][CH2:29][NH:30][CH2:31]1.[CH:1]1([N:5]2[CH2:6][CH2:7][N:8]([C:11]([CH2:12][N:13]3[CH2:14][c:15]4[cH:16][cH:17][c:18]([C:23](=[O:24])[OH:25])[cH:19][c:20]4[CH2:21][CH2:22]3)=[O:26])[CH2:9][CH2:10]2)[CH2:2][CH2:3][CH2:4]1.[Cl:33][CH2:34][Cl:35].[OH2:32]>>[CH:1]1([N:5]2[CH2:6][CH2:7][N:8]([C:11]([CH2:12][N:13]3[CH2:14][c:15]4[cH:16][cH:17][c:18]([C:23](=[O:24])[N:30]5[CH2:29][CH2:28][CH2:27][CH2:31]5)[cH:19][c:20]4[CH2:21][CH2:22]3)=[O:26])[CH2:9][CH2:10]2)[CH2:2][CH2:3][CH2:4]1.